Dataset: the Open Reaction Database (ORD), a public repository of structured organic reaction records. Task: describe an organic reaction: reactants, conditions, products, and yield Reactants: CN1C(=NC=C1)SC1=CC=CC=C1 (1-methyl-2-phenylthio-1-H-imidazole), C(CCC)[Li] (n-butyllithium), hexanes, ClC1=CC=C(C(=O)C=2C=C3C(=CC(N(C3=CC2)C)=O)C2=CC(=CC=C2)C=C)C=C1 (6-(4-Chloro-benzoyl)-1-methyl-4-(3-vinyl-phenyl)-1H-quinolin-2-one), CC1(NC(CCC1)(C)C)C (2,2,6,6-tetramethylpiperdine). Run in C1CCOC1 (THF), COCCOC (1,2-dimethoxyethane). Run at temperature -78 celsius, time 20 minute. Yields the product ClC1=CC=C(C=C1)C(C=1C=C2C(=CC(N(C2=CC1)C)=O)C1=CC(=CC=C1)C=C)(C=1N(C(=NC1)SC1=CC=CC=C1)C)O (6-[(4-Chloro-phenyl)-hydroxy-(3-methyl-2-phenylsulfanyl-3H-imidazol-4-yl)-methyl]-1-methyl-4-(3-vinyl-phenyl)-1H-quinolin-2-one). Isolated yield 60.9%. RXN SMILES: CC1(C)CCCC(C)(C)N1.C([Li])CCC.[CH3:16][N:17]1[CH:21]=[CH:20][N:19]=[C:18]1[S:22][C:23]1[CH:28]=[CH:27][CH:26]=[CH:25][CH:24]=1.[Cl:29][C:30]1[CH:57]=[CH:56][C:33]([C:34]([C:36]2[CH:37]=[C:38]3[C:43](=[CH:44][CH:45]=2)[N:42]([CH3:46])[C:41](=[O:47])[CH:40]=[C:39]3[C:48]2[CH:53]=[CH:52][CH:51]=[C:50]([CH:54]=[CH2:55])[CH:49]=2)=[O:35])=[CH:32][CH:31]=1>C1COCC1.COCCOC>[Cl:29][C:30]1[CH:57]=[CH:56][C:33]([C:34]([OH:35])([C:21]2[N:17]([CH3:16])[C:18]([S:22][C:23]3[CH:24]=[CH:25][CH:26]=[CH:27][CH:28]=3)=[N:19][CH:20]=2)[C:36]2[CH:37]=[C:38]3[C:43](=[CH:44][CH:45]=2)[N:42]([CH3:46])[C:41](=[O:47])[CH:40]=[C:39]3[C:48]2[CH:53]=[CH:52][CH:51]=[C:50]([CH:54]=[CH2:55])[CH:49]=2)=[CH:32][CH:31]=1. Procedure details: 2,2,6,6-tetramethylpiperdine (4.5 mL, 26.5 mMol) was dissolved in a solution of anhydrous THF (100 mL) and anhydrous 1,2-dimethoxyethane (50 mL) under an atmosphere of dry N2 and the solution was then cooled to −78° C. To this solution was added 2.5 M n-butyllithium in hexanes (9.6 mL, 24.1 mMol) and the mixture was stirred for 20 minutes. To this solution was added 1-methyl-2-phenylthio-1-H-imidazole (4.58 g, 24.1 mMol) and the solution was stirred at −78° C. for 45 minutes. 6-(4-Chloro-benzoyl... Run at temperature 60 celsius, time 5 hour. The solvent is CN(C)C=O (DMF). The product is C(C)OC(=O)C1=CC2=C(OCCO2)C(=C1)O (8-Hydroxy-2,3-dihydro-benzo[1,4]dioxine-6-carboxylic acid ethyl ester). Procedure details: To a solution of 3,4,5-trihydroxy-benzoic acid ethyl ester (5.00 g, 24.2 mmol) in DMF (70 mL) are added 1,2-dibromoethane (2.13 mL, 24.2 mmol) and CsCO3 (16.9 g, 50.9 mmol) and the mixture is stirred overnight at room temperature and for 5 hrs at 60° C. Extractive work-up with diethyl ether, washing of the organic phase with brine and evaporation gives the crude product as brown oil which is purified by silica gel chromatography (hexane/AcOEt 3:2). The title compound is obtained as a white solid... The reactants are C(C)OC(C1=CC(=C(C(=C1)O)O)O)=O (3,4,5-trihydroxy-benzoic acid ethyl ester), BrCCBr (1,2-dibromoethane), CsCO3. RXN SMILES: [CH2:1]([O:3][C:4](=[O:14])[C:5]1[CH:10]=[C:9]([OH:11])[C:8]([OH:12])=[C:7]([OH:13])[CH:6]=1)[CH3:2].Br[CH2:16][CH2:17]Br>CN(C=O)C>[CH2:1]([O:3][C:4]([C:5]1[CH:10]=[C:9]([OH:11])[C:8]2[O:12][CH2:16][CH2:17][O:13][C:7]=2[CH:6]=1)=[O:14])[CH3:2]. Reactants: COC(CC(C)=O)=O (3-oxo-butyric acid methyl ester), R3—(CH2)m—NH2, O[C@H]1[C@@H](CCCC1)N (trans-2-hydroxy-cyclohexylamine), BrCC(=O)C1=C(C=CC(=C1)F)OC (2-bromo-1-(5-fluoro-2-methoxy-phenyl)-ethanone), C1(CC1)CN (cyclopropanemethylamine). The product is O[C@H]1[C@@H](CCCC1)NC(=O)C1=C(N(C(=C1)C1=C(C=CC(=C1)F)OC)CC1CC1)C (Cyclopropylmethyl-5-(5-fluoro-2-methoxy-phenyl)-2-methyl-1H-pyrrole-3-carboxylic acid (trans-2-hydroxy-cyclohexyl)-amide). Reaction SMILES: CO[C:3](=[O:8])[CH2:4][C:5](=O)[CH3:6].Br[CH2:10][C:11]([C:13]1[CH:18]=[C:17]([F:19])[CH:16]=[CH:15][C:14]=1[O:20][CH3:21])=O.[CH:22]1([CH2:25][NH2:26])[CH2:24][CH2:23]1.[OH:27][C@@H:28]1[CH2:33][CH2:32][CH2:31][CH2:30][C@H:29]1[NH2:34]>>[OH:27][C@@H:28]1[CH2:33][CH2:32][CH2:31][CH2:30][C@H:29]1[NH:34][C:3]([C:4]1[CH:10]=[C:11]([C:13]2[CH:18]=[C:17]([F:19])[CH:16]=[CH:15][C:14]=2[O:20][CH3:21])[N:26]([CH2:25][CH:22]2[CH2:24][CH2:23]2)[C:5]=1[CH3:6])=[O:8]. Procedure: The title compound was synthesized in analogy to Example 68, using 3-oxo-butyric acid methyl ester as compound of formula R, 2-bromo-1-(5-fluoro-2-methoxy-phenyl)-ethanone as compound of formula S, cyclopropanemethylamine as R3—(CH2)m—NH2 and trans-2-hydroxy-cyclohexylamine as R1R2NH, MS (ISP) 401.6 (M+H)+. Reactants: ClC1=CC=C(C=C1)C(C1=CC=C(C=C1)Cl)=NOCC(=O)OCC (ethyl di-(4-chlorophenyl)methyleneamino-oxyacetate), [OH-].[Na+] (sodium hydroxide). The solvent is C(C)O (ethanol), O (water). Product: ClC1=CC=C(C=C1)C(C1=CC=C(C=C1)Cl)=NOCC(=O)O (di-(4-chlorophenyl)methyleneamino-oxyacetic acid). The yield is 33.0%. RXN SMILES: [Cl:1][C:2]1[CH:7]=[CH:6][C:5]([C:8](=[N:16][O:17][CH2:18][C:19]([O:21]CC)=[O:20])[C:9]2[CH:14]=[CH:13][C:12]([Cl:15])=[CH:11][CH:10]=2)=[CH:4][CH:3]=1.[OH-].[Na+]>C(O)C.O>[Cl:1][C:2]1[CH:3]=[CH:4][C:5]([C:8](=[N:16][O:17][CH2:18][C:19]([OH:21])=[O:20])[C:9]2[CH:14]=[CH:13][C:12]([Cl:15])=[CH:11][CH:10]=2)=[CH:6][CH:7]=1 |f:1.2|. Reported procedure: A solution of ethyl di-(4-chlorophenyl)methyleneamino-oxyacetate (3.8 g.) in ethanol (140 ml.) and water (5 ml.) containing sodium hydroxide (5 g.) was heated under reflux for 16 hours. The mixture was then evaporated and the residue was diluted with water (100 ml.) and ether (50 ml.). The ether layer was separated and discarded. The aqueous layer was acidified to pH 2-3 by addition of 20% v/v hydrochloric acid and the solid (3.0 g.) which formed was separated and crystallised from ethyl acetate...